This data is from the Open Reaction Database (ORD), a public repository of structured organic reaction records. The task is: describe an organic reaction: reactants, conditions, products, and yield Reactants: Cc1c(NC(=O)CBr)cccc1[N+](=O)[O-], C1COCCN1, C1CCOC1, CCN(C(C)C)C(C)C. Yields the product Cc1c(NC(=O)CN2CCOCC2)cccc1[N+](=O)[O-]. Reaction SMILES: [Br:1][CH2:2][C:3](=[O:4])[NH:5][c:6]1[c:7]([CH3:15])[c:8]([N+:12](=[O:13])[O-:14])[cH:9][cH:10][cH:11]1.[CH2:16]1[CH2:17][O:18][CH2:19][CH2:20][NH:21]1.[CH2:31]1[O:32][CH2:33][CH2:34][CH2:35]1.[CH:22]([N:23]([CH:24]([CH3:25])[CH3:26])[CH2:27][CH3:28])([CH3:29])[CH3:30]>>[CH2:2]([C:3](=[O:4])[NH:5][c:6]1[c:7]([CH3:15])[c:8]([N+:12](=[O:13])[O-:14])[cH:9][cH:10][cH:11]1)[N:21]1[CH2:16][CH2:17][O:18][CH2:19][CH2:20]1. The reactants are N(N)C1=C(SC=C1)C(=O)OC (methyl 3-hydrazinothiophene-2-carboxylate), C(C1=CC=CC=C1)=O (benzaldehyde). Solvent: C(C)O (ethanol), C(C)O (ethanol). Conditions: temperature 25 celsius, time 1.5 hour. The product is C(/C1=CC=CC=C1)=N\NC1=C(SC=C1)C(=O)OC (methyl 3-[(2E)-2-benzylidenehydrazino]thiophene-2-carboxylate). Yield: 104.8%. RXN SMILES: [NH:1]([C:3]1[CH:7]=[CH:6][S:5][C:4]=1[C:8]([O:10][CH3:11])=[O:9])[NH2:2].[CH:12](=O)[C:13]1[CH:18]=[CH:17][CH:16]=[CH:15][CH:14]=1>C(O)C>[CH:12](=[N:2]/[NH:1][C:3]1[CH:7]=[CH:6][S:5][C:4]=1[C:8]([O:10][CH3:11])=[O:9])\[C:13]1[CH:18]=[CH:17][CH:16]=[CH:15][CH:14]=1. Procedure details: A solution of methyl 3-hydrazinothiophene-2-carboxylate (Maybridge technical grade, 2.0 g, 0.11 mol) in ethanol (250 mL) at 25° C. was reacted with a solution of benzaldehyde (12.32 g, 0.11 mol) in ethanol (100 mL). The mixture was stirred at 25° C. for 1.5 hours and concentrated to yield 30 g of a white solid. HPLC/MS show a single peak with retention time of 2.35 min. and a M+1 peak of 261. 1H NMR (300 MHz, CDCl3) δ ppm 3.85 (s, 3 H) 7.35 (m, 4 H) 7.64 (dd, J=8.09, 1.47 Hz, 2 H) 7.77 (s, 1 H) ... The reactants are CC(O)(P(=O)(O)O)P(=O)(O)O (Etidronic acid), C(CO)O (ethylene glycol). Conditions: time 1 hour. The product is CC(O)(P(=O)(O)O)P(=O)(O)O.C(CO)O (Etidronic Acid Ethylene Glycol). Reaction SMILES: [CH3:1][C:2]([P:8]([OH:11])([OH:10])=[O:9])([P:4]([OH:7])([OH:6])=[O:5])[OH:3].[CH2:12]([OH:15])[CH2:13][OH:14]>>[CH3:1][C:2]([P:8]([OH:11])([OH:10])=[O:9])([P:4]([OH:7])([OH:6])=[O:5])[OH:3].[CH2:12]([OH:15])[CH2:13][OH:14] |f:2.3|. Reported procedure: Etidronic acid (60 weight percent in water) and ethylene glycol were combined in a in clear 8 oz narrow-mouthed jar and magnetically stirred at room temperature for one hour to achieve a colorless solution. (See Table #3) Starting materials: [Li+].CC(C)[N-]C(C)C (LDA), ClC1=CC=2C(=C(N=CC2)N(C(=O)OC(C)(C)C)C(=O)OC(C)(C)C)O1 (Di-tert-butyl (2-chlorofuro[2,3-c]pyridin-7-yl)imidodicarbonate), CI (methyl iodide). Solvent: C1CCOC1 (THF), C1CCOC1 (THF). Reaction conditions: time 1.5 hour. Yields the product ClC1=C(C=2C(=C(N=CC2)N(C(=O)OC(C)(C)C)C(=O)OC(C)(C)C)O1)C (di-tert-butyl (2-chloro-3-methylfuro[2,3-c]pyridin-7-yl)imidodicarbonate). The yield is 102.6%. RXN SMILES: [Cl:1][C:2]1[O:25][C:5]2=[C:6]([N:10]([C:18]([O:20][C:21]([CH3:24])([CH3:23])[CH3:22])=[O:19])[C:11]([O:13][C:14]([CH3:17])([CH3:16])[CH3:15])=[O:12])[N:7]=[CH:8][CH:9]=[C:4]2[CH:3]=1.[Li+].[CH3:27]C([N-]C(C)C)C.CI>C1COCC1>[Cl:1][C:2]1[O:25][C:5]2=[C:6]([N:10]([C:18]([O:20][C:21]([CH3:24])([CH3:23])[CH3:22])=[O:19])[C:11]([O:13][C:14]([CH3:17])([CH3:16])[CH3:15])=[O:12])[N:7]=[CH:8][CH:9]=[C:4]2[C:3]=1[CH3:27] |f:1.2|. Procedure: Di-tert-butyl (2-chlorofuro[2,3-c]pyridin-7-yl)imidodicarbonate (3.0 g, 8.15 mmol) in dry THF (100 mL) was cooled to −65° C. to −75° C. and LDA (1.8 M in THF/heptanes/ethylbenzene, 6.0 mL, 10.8 mmol), pre-cooled to the same temperature, was added slowly via syringe over a period of 10 min. The mixture was stirred for 1.5 h at −65° C. to −75° C. and then treated with methyl iodide (0.76 mL, 12.2 mmol) in dry THF added slowly via syringe. The mixture was allowed to warm to RT overnight and was que... The reactants are [N-]=[N+]=[N-].[Na+] (Sodium azide), C12CCOCC2O1 (4,7-dioxabicyclo[4.1.0]heptane), [Cl-].[NH4+] (ammonium chloride). The solvent is CO (methanol), O (water), O (water). Conditions: temperature 65 celsius. Yields the product N(=[N+]=[N-])[C@H]1[C@@H](COCC1)O (trans-4-Azidotetrahydropyran-3-ol). Yield: 40.6%. RXN SMILES: [N-:1]=[N+:2]=[N-:3].[Na+].[CH:5]12[O:11][CH:10]1[CH2:9][O:8][CH2:7][CH2:6]2.[Cl-].[NH4+]>CO.O>[N:1]([C@@H:5]1[CH2:6][CH2:7][O:8][CH2:9][C@H:10]1[OH:11])=[N+:2]=[N-:3] |f:0.1,3.4|. Reported procedure: Sodium azide (50.4 g, 775 mmol) is added to a stirring solution of 4,7-dioxabicyclo[4.1.0]heptane (9.7 g, 96.9 mmol) and ammonium chloride (23.0 g, 426 mmol) in methanol (484 mL) and water (97 mL), and heated to 65° C. under nitrogen for 18 h. The mixture is cooled to room temperature and water (200 mL) is added. The methanol is removed in vacuo and the remaining aqueous layer is extracted with EtOAc (3×). The organic portions are combined, dried over sodium sulfate, filtered, and concentrated i... Reactants: BrC=1C=C2CCNC(C2=CC1OC)C1(CCC1)C1=CC=C(C=C1)Cl (6-bromo-1-[1-(4-chlorophenyl)cyclobutyl]-7-methoxy-1,2,3,4-tetrahydroisoquinoline), C(=O)(OC(C)(C)C)N1CCNCC1 (Boc-piperazine), tris(benzylideaceton)dipalladium, sodium tert-butylate, C1(CCCCC1)P(C1=C(C=CC=C1)C=1C(=CC=CC1)N(C)C)C1CCCCC1 (2′-(dicyclohexylphosphino)-N,N-dimethylbiphenyl-2-amine). Solvent: C1(=CC=CC=C1)C (toluene). The product is ClC1=CC=C(C=C1)C1(CCC1)C1NCCC2=CC(=C(C=C12)OC)N1CCN(CC1)C(=O)OC(C)(C)C (tert-Butyl 4-{1-[1-(4-chlorophenyl)cyclobutyl]-7-methoxy-1,2,3,4-tetrahydroisoquinolin-6-yl}piperazine-1-carboxylate). As a reaction SMILES: Br[C:2]1[CH:3]=[C:4]2[C:9](=[CH:10][C:11]=1[O:12][CH3:13])[CH:8]([C:14]1([C:18]3[CH:23]=[CH:22][C:21]([Cl:24])=[CH:20][CH:19]=3)[CH2:17][CH2:16][CH2:15]1)[NH:7][CH2:6][CH2:5]2.[C:25]([N:32]1[CH2:37][CH2:36][NH:35][CH2:34][CH2:33]1)([O:27][C:28]([CH3:31])([CH3:30])[CH3:29])=[O:26].C1(P(C2CCCCC2)C2C=CC=CC=2C2C(N(C)C)=CC=CC=2)CCCCC1>C1(C)C=CC=CC=1>[Cl:24][C:21]1[CH:20]=[CH:19][C:18]([C:14]2([CH:8]3[C:9]4[C:4](=[CH:3][C:2]([N:35]5[CH2:34][CH2:33][N:32]([C:25]([O:27][C:28]([CH3:31])([CH3:30])[CH3:29])=[O:26])[CH2:37][CH2:36]5)=[C:11]([O:12][CH3:13])[CH:10]=4)[CH2:5][CH2:6][NH:7]3)[CH2:15][CH2:16][CH2:17]2)=[CH:23][CH:22]=1. Reported procedure: A solution of 6-bromo-1-[1-(4-chlorophenyl)cyclobutyl]-7-methoxy-1,2,3,4-tetrahydroisoquinoline (203 mg, 0.5 mmol), Boc-piperazine (93 mg, 0.5 mmol), tris(benzylideaceton)dipalladium (18 mg, 0.02 mmol), sodium-tert-butylate (48 mg, 0.5 mmol) and 2′-(dicyclohexylphosphino)-N,N-dimethylbiphenyl-2-amine 815.7 mg, 0.04 mmol) under nitrogen in toluene (5 ml) was heated in the microwave to 120° C. for 10 minutes. The solvent was removed, the residue dissolved in methylenehloride and extracted with wat... Reactants: ClC1=CC=C(C=C1)O (4-chlorophenol), BrC=1C(=CC(=C(C(=O)OC)C1)F)F (methyl 5-bromo-2,4-difluorobenzoate), C([O-])([O-])=O.[K+].[K+] (potassium carbonate). The solvent is CS(=O)C (dimethyl sulfoxide), O (water). Conditions: time 16 hour. Yields the product BrC=1C(=CC(=C(C(=O)OC)C1)F)OC1=CC=C(C=C1)Cl (Methyl 5-bromo-4-(4-chlorophenoxy)-2-fluorobenzoate). Yield: 82.6%. RXN SMILES: [Cl:1][C:2]1[CH:7]=[CH:6][C:5]([OH:8])=[CH:4][CH:3]=1.[Br:9][C:10]1[C:11](F)=[CH:12][C:13]([F:20])=[C:14]([CH:19]=1)[C:15]([O:17][CH3:18])=[O:16].C(=O)([O-])[O-].[K+].[K+]>CS(C)=O.O>[Br:9][C:10]1[C:11]([O:8][C:5]2[CH:6]=[CH:7][C:2]([Cl:1])=[CH:3][CH:4]=2)=[CH:12][C:13]([F:20])=[C:14]([CH:19]=1)[C:15]([O:17][CH3:18])=[O:16] |f:2.3.4|. Procedure: A mixture of 4-chlorophenol (94.7 mg, 0.74 mmol), methyl 5-bromo-2,4-difluorobenzoate (Preparation 18, 168 mg, 0.67 mmol), and potassium carbonate (277 mg, 2.01 mmol) in dimethyl sulfoxide (3 mL) was stirred for 16 hours at room temperature under a nitrogen atmosphere. The reaction was diluted with water (30 mL) and extracted with EtOAc (3×20 mL). The combined organic extracts were successively washed with aqueous sodium hydroxide solution (1.0 M, 20 mL), brine (2×30 mL), dried over sodium sulfa... Starting materials: CC[C@@H]1[C@H](CC[C@@]2(O1)C[C@@H]3C[C@H](O2)C/C=C(/C[C@H](/C=C/C=C/4\CO[C@H]5[C@@]4([C@@H](C=C([C@H]5O)C)C(=O)O3)O)C)\C)C (milbemycin A4), CS(=O)C (DMSO). Solvent: CCCCCC.C(OC)COC (hexane dimethoxyethane). Reaction conditions: time 3 day. The product is CC[C@@H]1[C@H](CC[C@@]2(O1)C[C@@H]3C[C@H](O2)C/C=C(\[C@@H]([C@H](/C=C\C=C/4\CO[C@H]5[C@@]4([C@@H](C=C([C@H]5O)C)C(=O)O3)O)C)O)/C)C (13β-hydroxymilbemycin A4), A4. Yield: 92.0%. As a reaction SMILES: [CH3:1][CH2:2][C@H:3]1[O:8][C@:7]2([O:13][C@@H:12]3[CH2:14][CH:15]=[C:16]([CH3:38])[CH2:17][C@@H:18]([CH3:37])[CH:19]=[CH:20][CH:21]=[C:22]4[CH2:23][O:24][C@@H:25]5[C@H:30]([OH:31])[C:29]([CH3:32])=[CH:28][C@@H:27]([C:33]([O:35][C@@H:10]([CH2:11]3)[CH2:9]2)=[O:34])[C@:26]45[OH:36])[CH2:6][CH2:5][C@@H:4]1[CH3:39].CS(C)=[O:42]>CCCCCC.C(COC)OC>[CH3:1][CH2:2][C@H:3]1[O:8][C@:7]2([O:13][C@@H:12]3[CH2:14][CH:15]=[C:16]([CH3:38])[C@H:17]([OH:42])[C@@H:18]([CH3:37])[CH:19]=[CH:20][CH:21]=[C:22]4[CH2:23][O:24][C@@H:25]5[C@H:30]([OH:31])[C:29]([CH3:32])=[CH:28][C@@H:27]([C:33]([O:35][C@@H:10]([CH2:11]3)[CH2:9]2)=[O:34])[C@:26]45[OH:36])[CH2:6][CH2:5][C@@H:4]1[CH3:39] |f:2.3|. Reported procedure: 0.25 g of milbemycin A4 and 5 ml of DMSO are added to a 1-day-old culture of S. violascens in 200 ml of medium 3 and the whole is shaken at 250 rpm. at 28° C. After 3 days, a further 50 ml of medium 3 is added. The course of the reaction is monitored by HPLC (column Kontron LiSi 60, 25 cm/0.5 cm, eluant hexane/dimethoxyethane 3:1, 1 ml/min., UV detector 220 nm). After shaking for 7 days and a 91% conversion rate, 92% 13β-hydroxymilbemycin A4 and 8% 14,15-epoxymilbemycin A4 are obtained. Starting materials: CCCCCCCCCCCCCCCC(=O)Cl, Cc1cnc(=O)n(C2CC(N=[N+]=[N-])C(CO)O2)c1, c1ccncc1. The product is CCCCCCCCCCCCCCCC(=O)OCC1OC(n2cc(C)cnc2=O)CC1N=[N+]=[N-]. Reaction SMILES: [C:19]([CH2:20][CH2:21][CH2:22][CH2:23][CH2:24][CH2:25][CH2:26][CH2:27][CH2:28][CH2:29][CH2:30][CH2:31][CH2:32][CH2:33][CH3:34])(=[O:35])[Cl:36].[N:1](=[N+:2]=[N-:3])[CH:4]1[CH2:5][CH:6]([n:11]2[c:12](=[O:18])[n:13][cH:14][c:15]([CH3:17])[cH:16]2)[O:7][CH:8]1[CH2:9][OH:10].[cH:37]1[cH:38][cH:39][n:40][cH:41][cH:42]1>>[N:1](=[N+:2]=[N-:3])[CH:4]1[CH2:5][CH:6]([n:11]2[c:12](=[O:18])[n:13][cH:14][c:15]([CH3:17])[cH:16]2)[O:7][CH:8]1[CH2:9][O:10][C:19]([CH2:20][CH2:21][CH2:22][CH2:23][CH2:24][CH2:25][CH2:26][CH2:27][CH2:28][CH2:29][CH2:30][CH2:31][CH2:32][CH2:33][CH3:34])=[O:35]. Reactants: COCCOC1=C(C(=O)OC)C=CC=C1OC(=O)C1=CC=CC=C1 (Methyl 2-{[2-(methyloxy)ethyl]oxy}-3-[(phenylcarbonyl)oxy]benzoate), [N+](=O)(O)[O-] (nitric acid), S(O)(O)(=O)=O (sulfuric acid), ice. Solvent: ClCCl (dichloromethane). Reaction conditions: time 15 minute. Product: COCCOC1=C(C(=O)OC)C=C(C=C1OC(=O)C1=CC=CC=C1)[N+](=O)[O-] (methyl 2-{[2-(methyloxy)ethyl]oxy}-5-nitro-3-[(phenylcarbonyl)oxy]benzoate). Isolated yield 89.0%. RXN SMILES: [CH3:1][O:2][CH2:3][CH2:4][O:5][C:6]1[C:15]([O:16][C:17]([C:19]2[CH:24]=[CH:23][CH:22]=[CH:21][CH:20]=2)=[O:18])=[CH:14][CH:13]=[CH:12][C:7]=1[C:8]([O:10][CH3:11])=[O:9].[N+:25]([O-])([OH:27])=[O:26].S(=O)(=O)(O)O>ClCCl>[CH3:1][O:2][CH2:3][CH2:4][O:5][C:6]1[C:15]([O:16][C:17]([C:19]2[CH:24]=[CH:23][CH:22]=[CH:21][CH:20]=2)=[O:18])=[CH:14][C:13]([N+:25]([O-:27])=[O:26])=[CH:12][C:7]=1[C:8]([O:10][CH3:11])=[O:9]. Procedure details: Methyl 2-{[2-(methyloxy)ethyl]oxy}-3-[(phenylcarbonyl)oxy]benzoate (8.0 g, 24.2 mmol) was added drop wise over 15 minutes to a mixture of 90% nitric acid (15 mL) and concentrated sulfuric acid (3 mL) at −5° C. The resulting mixture was stirred for an additional 15 minutes then it was poured into a mixture of ice (200 g) and dichloromethane (200 mL). The organic portion was separated, washed with saturated sodium bicarbonate solution, brine (100 mL each) dried over sodium sulfate, filtered and co...